Dataset: the Open Reaction Database (ORD), a public repository of structured organic reaction records. Task: describe an organic reaction: reactants, conditions, products, and yield Product: CCOC(=O)CCCCCCCCC(C)Oc1cccc(I)c1. RXN SMILES: [Br:1][CH:2]([CH2:3][CH2:4][CH2:5][CH2:6][CH2:7][CH2:8][CH2:9][CH2:10][C:11](=[O:12])[O:13][CH2:14][CH3:15])[CH3:16].[C:25](=[O:26])([O-:27])[O-:28].[K+:29].[K+:30].[O:31]=[CH:32][N:33]([CH3:34])[CH3:35].[OH:17][c:18]1[cH:19][cH:20][cH:21][c:22]([I:23])[cH:24]1>>[CH:2]([CH2:3][CH2:4][CH2:5][CH2:6][CH2:7][CH2:8][CH2:9][CH2:10][C:11](=[O:12])[O:13][CH2:14][CH3:15])([CH3:16])[O:17][c:18]1[cH:19][cH:20][cH:21][c:22]([I:23])[cH:24]1. The reactants are CCOC(=O)CCCCCCCCC(C)Br, O=C([O-])[O-], [K+], [K+], CN(C)C=O, Oc1cccc(I)c1.